describe an organic reaction: reactants, conditions, products, and yield From a dataset of the Open Reaction Database (ORD), a public repository of structured organic reaction records. The reactants are FC(C=1C=C(C=NC1)N1CCN(CC1)C(=O)OC(C)(C)C)(F)F (tert-Butyl 4-[5-(trifluoromethyl)pyridin-3-yl]piperazine-1-carboxylate), solution, Cl (HCl). Run in O1CCOCC1 (1,4-dioxane). The product is FC(C=1C=C(C=NC1)N1CCNCC1)(F)F (1-[5-(Trifluoromethyl)pyridin-3-yl]piperazine). Reaction SMILES: [F:1][C:2]([F:23])([F:22])[C:3]1[CH:4]=[C:5]([N:9]2[CH2:14][CH2:13][N:12](C(OC(C)(C)C)=O)[CH2:11][CH2:10]2)[CH:6]=[N:7][CH:8]=1.Cl>O1CCOCC1>[F:22][C:2]([F:1])([F:23])[C:3]1[CH:4]=[C:5]([N:9]2[CH2:14][CH2:13][NH:12][CH2:11][CH2:10]2)[CH:6]=[N:7][CH:8]=1. Procedure: tert-Butyl 4-[5-(trifluoromethyl)pyridin-3-yl]piperazine-1-carboxylate (0.24 g, 0.25 mmol) was treated with a 4.0 M solution of HCl in 1,4-dioxane (7 mL) at room temperature for 1 h and concentrated. The residue was used for next step without further purification. MS calculated for C10H12F3N3: (M+H) 232; found 232.1. Starting materials: CCOC(=O)C.O (EtOAc water), CC1=NC2=CC(=CC=C2C(=C1)O)O (2-methyl-quinoline-4,7-diol), C([O-])([O-])=O.[K+].[K+] (potassium carbonate), BrCC1=CC=C(C#N)C=C1 (4-(bromomethyl)-benzonitrile). The solvent is CN(C)C=O (DMF). Run at time 4 hour. The product is OC1=CC(=NC2=CC(=CC=C12)OCC1=CC=C(C#N)C=C1)C (4-(4-hydroxy-2-methyl-quinolin-7-yloxymethyl)-benzonitrile). Isolated yield 73.9%. Reaction SMILES: [CH3:1][C:2]1[CH:11]=[C:10]([OH:12])[C:9]2[C:4](=[CH:5][C:6]([OH:13])=[CH:7][CH:8]=2)[N:3]=1.C(=O)([O-])[O-].[K+].[K+].Br[CH2:21][C:22]1[CH:29]=[CH:28][C:25]([C:26]#[N:27])=[CH:24][CH:23]=1.CCOC(C)=O.O>CN(C=O)C>[OH:12][C:10]1[C:9]2[C:4](=[CH:5][C:6]([O:13][CH2:21][C:22]3[CH:29]=[CH:28][C:25]([C:26]#[N:27])=[CH:24][CH:23]=3)=[CH:7][CH:8]=2)[N:3]=[C:2]([CH3:1])[CH:11]=1 |f:1.2.3,5.6|. Procedure: A mixture of 2.05 g (10.4 mmol) of 2-methyl-quinoline-4,7-diol, 1.72 g (12.5 mmol) of potassium carbonate and 2.1 g (12.5 mmol) of 4-(bromomethyl)-benzonitrile in 100 ml of DMF were stirred at RT under an nitrogen atmosphere for 4 h until completion of the reaction according to HPLC analysis. The reaction mixture was cooled to RT and poured into EtOAc/water (300 ml/400 ml). The product that precipitated was filtered off by suction, washed with water, AcOEt and ether and dried in a high vacuum to... Reactants: ClC=1N=C(C2=C(N1)SC(=N2)CN2CC(C2)N2CCOCC2)N2CCOCC2 (5-chloro-7-morpholin-4-yl-2-(3-morpholin-4-ylazetidin-1-ylmethyl)thiazolo[5,4-d]pyrimidine), CC=1OC2=C(C1B1OC(C(O1)(C)C)(C)C)C=CC=C2 (2-methyl-3-(4,4,5,5-tetramethyl-[1,3,2]dioxaborolan-2-yl)benzofuran), C(=O)([O-])[O-].[Cs+].[Cs+] (Cs2CO3). Reagents/catalysts: C=1C=CC(=CC1)[P](C=2C=CC=CC2)(C=3C=CC=CC3)[Pd]([P](C=4C=CC=CC4)(C=5C=CC=CC5)C=6C=CC=CC6)([P](C=7C=CC=CC7)(C=8C=CC=CC8)C=9C=CC=CC9)[P](C=1C=CC=CC1)(C=1C=CC=CC1)C=1C=CC=CC1 (tetrakis(triphenylphosphine)palladium). Solvent: O1CCOCC1 (dioxane), O (H2O). Reaction conditions: temperature 140 celsius. The product is CC=1OC2=C(C1C=1N=C(C3=C(N1)SC(=N3)CN3CC(C3)N3CCOCC3)N3CCOCC3)C=CC=C2 (4-(5-(2-methylbenzofuran-3-yl)-2-((3-morpholinoazetidin-1-yl)methyl)thiazolo[5,4-d]pyrimidin-7-yl)morpholine). Yield: 47.7%. As a reaction SMILES: Cl[C:2]1[N:3]=[C:4]([N:22]2[CH2:27][CH2:26][O:25][CH2:24][CH2:23]2)[C:5]2[N:10]=[C:9]([CH2:11][N:12]3[CH2:15][CH:14]([N:16]4[CH2:21][CH2:20][O:19][CH2:18][CH2:17]4)[CH2:13]3)[S:8][C:6]=2[N:7]=1.[CH3:28][C:29]1[O:30][C:31]2[CH:46]=[CH:45][CH:44]=[CH:43][C:32]=2[C:33]=1B1OC(C)(C)C(C)(C)O1.C([O-])([O-])=O.[Cs+].[Cs+]>O1CCOCC1.O.C1C=CC([P]([Pd]([P](C2C=CC=CC=2)(C2C=CC=CC=2)C2C=CC=CC=2)([P](C2C=CC=CC=2)(C2C=CC=CC=2)C2C=CC=CC=2)[P](C2C=CC=CC=2)(C2C=CC=CC=2)C2C=CC=CC=2)(C2C=CC=CC=2)C2C=CC=CC=2)=CC=1>[CH3:28][C:29]1[O:30][C:31]2[CH:46]=[CH:45][CH:44]=[CH:43][C:32]=2[C:33]=1[C:2]1[N:3]=[C:4]([N:22]2[CH2:27][CH2:26][O:25][CH2:24][CH2:23]2)[C:5]2[N:10]=[C:9]([CH2:11][N:12]3[CH2:15][CH:14]([N:16]4[CH2:21][CH2:20][O:19][CH2:18][CH2:17]4)[CH2:13]3)[S:8][C:6]=2[N:7]=1 |f:2.3.4,^1:63,65,84,103|. Procedure details: A mixture of 5-chloro-7-morpholin-4-yl-2-(3-morpholin-4-ylazetidin-1-ylmethyl)thiazolo[5,4-d]pyrimidine (100 mg, 0.24 mmol), 2-methyl-3-(4,4,5,5-tetramethyl-[1,3,2]dioxaborolan-2-yl)benzofuran (94 mg, 0.37 mmol), tetrakis(triphenylphosphine)palladium (28 mg, 0.02 mmol) and Cs2CO3 (159 mg, 0.48 mmol) in dioxane (6 mL) and H2O (3 mL) was purged with argon then heated at 140° C. for 30 min in a microwave reactor. The reaction mixture was loaded onto an Isolute® SCX-2 cartridge which was washed with... Reactants: ClC1=CC=C(S1)C1=CC(=NO1)C[C@@H](C(=O)O)NS(=O)(=O)C1=C(C(=CC(=C1)F)N1C(CCCC1)=O)OC ((S)-3-[5-(5-Chloro-thiophen-2-yl)-isoxazol-3-yl]-2-[5-fluoro-2-methoxy-3-(2-oxo-piperidin-1-yl)-benzenesulfonylamino]-propionic acid), C1(CC1)NC (cyclopropyl-methylamine), [B-](F)(F)(F)F.CCOC(=O)C(=NOC(=[N+](C)C)N(C)C)C#N (TOTU). Run at temperature 50 celsius, time 1 hour. Product: ClC1=CC=C(S1)C1=CC(=NO1)C[C@@H](C(=O)NCC1CC1)NS(=O)(=O)C1=C(C(=CC(=C1)F)N1C(CCCC1)=O)OC ((S)-3-[5-(5-Chloro-thiophen-2-yl)-isoxazol-3-yl]-N-cyclopropylmethyl-2-[5-fluoro-2-methoxy-3-(2-oxo-piperidin-1-yl)-benzenesulfonylamino]-propionamide). RXN SMILES: [Cl:1][C:2]1[S:6][C:5]([C:7]2[O:11][N:10]=[C:9]([CH2:12][C@H:13]([NH:17][S:18]([C:21]3[CH:26]=[C:25]([F:27])[CH:24]=[C:23]([N:28]4[CH2:33][CH2:32][CH2:31][CH2:30][C:29]4=[O:34])[C:22]=3[O:35][CH3:36])(=[O:20])=[O:19])[C:14](O)=[O:15])[CH:8]=2)=[CH:4][CH:3]=1.[CH:37]1(NC)[CH2:39][CH2:38]1.[B-](F)(F)(F)F.CCOC([C:52](C#N)=[N:53]OC(N(C)C)=[N+](C)C)=O>>[Cl:1][C:2]1[S:6][C:5]([C:7]2[O:11][N:10]=[C:9]([CH2:12][C@H:13]([NH:17][S:18]([C:21]3[CH:26]=[C:25]([F:27])[CH:24]=[C:23]([N:28]4[CH2:33][CH2:32][CH2:31][CH2:30][C:29]4=[O:34])[C:22]=3[O:35][CH3:36])(=[O:19])=[O:20])[C:14]([NH:53][CH2:52][CH:37]3[CH2:38][CH2:39]3)=[O:15])[CH:8]=2)=[CH:4][CH:3]=1 |f:2.3|. Reported procedure: Intermediate 17 (350 mg, 0.63 mmol) and cyclopropyl-methylamine (45 mg, 0.63 mmol) were coupled using the procedure described in example 1; 1.9), where only 25% conversion of starting materials was discovered. Heating to 50° C. did not lead to further conversion. Then TOTU (246 mg, 0.75 mmol) was added and after stirring for 1 h at RT conversion was completed. The mixture was purified by preparative HPLC. Yield after lyophilization: 162 mg, 43%, colorless, amorphous solid. RXN SMILES: C([O:3][C:4](=O)[CH:5]=[C:6]([NH2:10])OCC)C.[F:12][C:13]1[CH:14]=[C:15]([CH:19]=[CH:20][CH:21]=1)[CH2:16][NH:17][NH2:18]>C(O)C>[NH2:10][C:6]1[NH:18][N:17]([CH2:16][C:15]2[CH:19]=[CH:20][CH:21]=[C:13]([F:12])[CH:14]=2)[C:4](=[O:3])[CH:5]=1. Procedure details: 17.5 g of β-amino-β-ethoxyacrylic acid ethyl ester and 13 g of 3-fluorobenzylhydrazine, on stirring for 5 hours in ethanol at 60° and working up as described in Example 1, yield 11.3 g, corresponding to 55% of theory, of the compound identified above as colorless crystals of melting point 129°. Yields the product NC=1NN(C(C1)=O)CC1=CC(=CC=C1)F (3-Amino-1-(3-fluorobenzyl)-pyrazol-5-one). Run in C(C)O (ethanol). Reactants: C(C)OC(C=C(OCC)N)=O (β-amino-β-ethoxyacrylic acid ethyl ester), FC=1C=C(CNN)C=CC1 (3-fluorobenzylhydrazine). Reactants: ClC=1N=NC=C2C1N(C(=C2C)C)CC2CC2 (7-chloro-1-cyclopropylmethyl-2,3-dimethylpyrrolo[2,3-d]pyridazine), C(C1=CC=CC=C1)O (benzyl alcohol). The product is C(C1=CC=CC=C1)OC=1N=NC=C2C1N(C(=C2C)C)CC2CC2 (7-Benzyloxy-1-cyclopropylmethyl-2,3-dimethylpyrrolo[2,3-d]pyridazine). The yield is 69.2%. RXN SMILES: Cl[C:2]1[N:3]=[N:4][CH:5]=[C:6]2[C:10]([CH3:11])=[C:9]([CH3:12])[N:8]([CH2:13][CH:14]3[CH2:16][CH2:15]3)[C:7]=12.[CH2:17]([OH:24])[C:18]1[CH:23]=[CH:22][CH:21]=[CH:20][CH:19]=1>>[CH2:17]([O:24][C:2]1[N:3]=[N:4][CH:5]=[C:6]2[C:10]([CH3:11])=[C:9]([CH3:12])[N:8]([CH2:13][CH:14]3[CH2:16][CH2:15]3)[C:7]=12)[C:18]1[CH:23]=[CH:22][CH:21]=[CH:20][CH:19]=1. Reported procedure: The title compound was prepared as a white powder in 69.2% yield in a similar procedure to that described in Example 1 by using 7-chloro-1-cyclopropylmethyl-2,3-dimethylpyrrolo[2,3-d]pyridazine and benzyl alcohol. The reactants are Cl (HCl), ClC1=NC=CC=C1[N+](=O)[O-] (2-chloro-3-nitro-pyridine), NC1=CC=C(C=C1)CC(=O)O ((4-amino-phenyl)-acetic acid), O1CCOCC1 (dioxane), solution, NC1=CC=C(C=C1)CC(=O)O ((4-Amino-phenyl)-acetic acid). The solvent is CO.O1CCOCC1 (MeOH dioxane). Product: COC(CC1=CC=C(C=C1)NC1=NC=CC=C1[N+](=O)[O-])=O ([4-(3-Nitro-pyridin-2-ylamino)-phenyl]-acetic acid methyl ester). RXN SMILES: Cl[C:2]1[C:7]([N+:8]([O-:10])=[O:9])=[CH:6][CH:5]=[CH:4][N:3]=1.[NH2:11][C:12]1[CH:17]=[CH:16][C:15]([CH2:18][C:19]([OH:21])=[O:20])=[CH:14][CH:13]=1.Cl.O1CCOC[CH2:24]1>CO.O1CCOCC1>[CH3:24][O:20][C:19](=[O:21])[CH2:18][C:15]1[CH:14]=[CH:13][C:12]([NH:11][C:2]2[C:7]([N+:8]([O-:10])=[O:9])=[CH:6][CH:5]=[CH:4][N:3]=2)=[CH:17][CH:16]=1 |f:4.5|. Procedure: A mixture of 2-chloro-3-nitro-pyridine (5.0 g, 31.4 mmol), (4-amino-phenyl)-acetic acid (4.75 g 31.4 mmol), and a 4 N solution of HCl in dioxane (7.85 mL, 31.4 mmol) in MeOH/dioxane (100 mL; 1:1, v/v) is stirred and refluxed for 30 h. (4-Amino-phenyl)-acetic acid (4.75 g 31.4 mmol) is added and the reaction mixture is stirred and refluxed for additional 18 h. The reaction mixture is allowed to cool to rt and concentrated in vacuo. The residue is dissolved in EtOAc, washed with a saturated aqueou... Starting materials: C(C)(=O)C=1C=NC=CC1 (3-acetylpyridine), C=1C=CC2=C(C1)N=NN2O (HOBt), Cl.FC(C=1C=C(OC2CNC2)C=CC1)(F)F (3-(3-trifluoromethyl-phenoxy)-azetidine hydrochloride), CCN(C(C)C)C(C)C (DIPEA), N1=CC(=CC=C1)C1=CC(=NN1)C(=O)NCC(=O)O ([(5-pyridin-3-yl-1H-pyrazole-3-carbonyl)-amino]-acetic acid), Intermediate 30, CCN=C=NCCCN(C)C (EDCI). The solvent is CN(C)C=O (DMF), O (water). Conditions: time 2 minute. Product: O=C(CNC(=O)C1=NNC(=C1)C=1C=NC=CC1)N1CC(C1)OC1=CC(=CC=C1)C(F)(F)F (5-pyridin-3-yl-1H-pyrazole-3-carboxylic acid {2-oxo-2-[3-(3-trifluoromethyl-phenoxy)-azetidin-1-yl]-ethyl}-amide). The yield is 32.0%. As a reaction SMILES: CCN(C(C)C)C(C)C.[N:10]1[CH:15]=[CH:14][CH:13]=[C:12]([C:16]2[NH:20][N:19]=[C:18]([C:21]([NH:23][CH2:24][C:25]([OH:27])=O)=[O:22])[CH:17]=2)[CH:11]=1.C(C1C=NC=CC=1)(=O)C.C1C=CC2N(O)N=NC=2C=1.CCN=C=NCCCN(C)C.Cl.[F:59][C:60]([F:73])([F:72])[C:61]1[CH:62]=[C:63]([CH:69]=[CH:70][CH:71]=1)[O:64][CH:65]1[CH2:68][NH:67][CH2:66]1>CN(C=O)C.O>[O:27]=[C:25]([N:67]1[CH2:68][CH:65]([O:64][C:63]2[CH:69]=[CH:70][CH:71]=[C:61]([C:60]([F:59])([F:73])[F:72])[CH:62]=2)[CH2:66]1)[CH2:24][NH:23][C:21]([C:18]1[CH:17]=[C:16]([C:12]2[CH:11]=[N:10][CH:15]=[CH:14][CH:13]=2)[NH:20][N:19]=1)=[O:22] |f:5.6|. Procedure: DIPEA (158.2 mg, 1.22 mmol) was added to a stirred solution of [(5-pyridin-3-yl-1H-pyrazole-3-carbonyl)-amino]-acetic acid (prepared by the method used for the synthesis of Intermediate 30, starting from 3-acetylpyridine) (76 mg, 0.30 mmol) in DMF (2 mL) followed by HOBt (43.4 mg, 0.32 mmol) and EDCI (61.6 mg, 0.32 mmol). After 2 minutes of stirring, 3-(3-trifluoromethyl-phenoxy)-azetidine hydrochloride (77.5 mg, 0.3 mmol) was added and the resulting mixture was stirred at room temperature overn... Reactants: CS(C)=O, N=C(C1CC1)C1CC1, Cl. Product: C1CC2=[N+](C1)CCC2, [Cl-]. As a reaction SMILES: [CH3:10][S:11](=[O:12])[CH3:13].[CH:2]1([C:5](=[NH:6])[CH:7]2[CH2:8][CH2:9]2)[CH2:3][CH2:4]1.[ClH:1]>>[CH2:2]1[CH2:3][CH2:4][N+:6]2=[C:5]1[CH2:7][CH2:8][CH2:9]2.[Cl-:1].